From a dataset of the Open Reaction Database (ORD), a public repository of structured organic reaction records. describe an organic reaction: reactants, conditions, products, and yield Starting materials: C, CO, CC(C)(C)OC(=O)Nc1cc(Oc2ccc([N+](=O)[O-])nc2)ccc1Cl, [Pd]. Yields the product CC(C)(C)OC(=O)Nc1cc(Oc2ccc(N)nc2)ccc1Cl. RXN SMILES: [C:28].[CH3:26][OH:27].[Cl:1][c:2]1[c:3]([NH:18][C:19]([O:20][C:21]([CH3:22])([CH3:23])[CH3:24])=[O:25])[cH:4][c:5]([O:8][c:9]2[cH:10][n:11][c:12]([N+:15]([O-:16])=[O:17])[cH:13][cH:14]2)[cH:6][cH:7]1.[Pd:29]>>[Cl:1][c:2]1[c:3]([NH:18][C:19]([O:20][C:21]([CH3:22])([CH3:23])[CH3:24])=[O:25])[cH:4][c:5]([O:8][c:9]2[cH:10][n:11][c:12]([NH2:15])[cH:13][cH:14]2)[cH:6][cH:7]1. Reactants: ClC=1C(=CC(=C(C(=O)O)C1)F)C (5-chloro-2-fluoro-4-methylbenzoic acid), CS(=O)(=O)N (methanesulphonamide), Cl.CN(CCCN=C=NCC)C (N-(3-dimethylaminopropyl)-N′-ethylcarbodiimide hydrochloride). Reagents/catalysts: CN(C1=CC=NC=C1)C (4-(dimethylamino)pyridine). The solvent is C(Cl)Cl (DCM). Run at temperature 30 celsius, time 18 hour. Yields the product ClC=1C(=CC(=C(C(=O)NS(=O)(=O)C)C1)F)C (5-Chloro-2-fluoro-4-methyl-N-(methylsulfonyl)benzamide). The yield is 41.9%. Reaction SMILES: [Cl:1][C:2]1[C:3]([CH3:12])=[CH:4][C:5]([F:11])=[C:6]([CH:10]=1)[C:7](O)=[O:8].[CH3:13][S:14]([NH2:17])(=[O:16])=[O:15].Cl.CN(C)CCCN=C=NCC>C(Cl)Cl.CN(C)C1C=CN=CC=1>[Cl:1][C:2]1[C:3]([CH3:12])=[CH:4][C:5]([F:11])=[C:6]([CH:10]=1)[C:7]([NH:17][S:14]([CH3:13])(=[O:16])=[O:15])=[O:8] |f:2.3|. Procedure details: To 5-chloro-2-fluoro-4-methylbenzoic acid (Preparation 13, 200 g, 1.06 mol) in DCM (1.4 L) was added methanesulphonamide (152 g, 1.6 mol), 4-(dimethylamino)pyridine (183 g 1.6 mol) and N-(3-dimethylaminopropyl)-N′-ethylcarbodiimide hydrochloride (306 g, 1.6 mol). The reaction mixture spontaneously heated at 30° C. over 30 minutes, then it was stirred at room temperature for 18 hours under a nitrogen atmosphere. The reaction was washed with aqueous hydrochloric acid (4 M, 0.8 L). The organic laye... Starting materials: FC1=CC=C(C=C1)C1C(NC=2C=3C1=NNC(C3C=CC2)=O)C2=CC=C(CN3CCN(CC3)C(=O)OC(C)(C)C)C=C2 (tert-butyl 4-(4-(9-(4-fluorophenyl)-3-oxo-3,7,8,9-tetrahydro-2H-pyrido[4,3,2-de]phthalazin-8-yl)benzyl)piperazine-1-carboxylate), Cl (HCl). Solvent: C(C)#N (acetonitrile). Run at time 3 hour. The product is FC1=CC=C(C=C1)C1C(NC=2C=3C1=NNC(C3C=CC2)=O)C2=CC=C(C=C2)CN2CCNCC2 (9-(4-Fluorophenyl)-8-(4-(piperazin-1-ylmethyl)phenyl)-8,9-dihydro-2H-pyrido[4,3,2-de]phthalazin-3(7H)-one), hydrochloride salt. The yield is 60.0%. As a reaction SMILES: [F:1][C:2]1[CH:7]=[CH:6][C:5]([CH:8]2[C:13]3=[N:14][NH:15][C:16](=[O:21])[C:17]4[CH:18]=[CH:19][CH:20]=[C:11]([C:12]=43)[NH:10][CH:9]2[C:22]2[CH:41]=[CH:40][C:25]([CH2:26][N:27]3[CH2:32][CH2:31][N:30](C(OC(C)(C)C)=O)[CH2:29][CH2:28]3)=[CH:24][CH:23]=2)=[CH:4][CH:3]=1.Cl>C(#N)C>[F:1][C:2]1[CH:3]=[CH:4][C:5]([CH:8]2[C:13]3=[N:14][NH:15][C:16](=[O:21])[C:17]4[CH:18]=[CH:19][CH:20]=[C:11]([C:12]=43)[NH:10][CH:9]2[C:22]2[CH:41]=[CH:40][C:25]([CH2:26][N:27]3[CH2:32][CH2:31][NH:30][CH2:29][CH2:28]3)=[CH:24][CH:23]=2)=[CH:6][CH:7]=1. Procedure details: The mixture of tert-butyl 4-(4-(9-(4-fluorophenyl)-3-oxo-3,7,8,9-tetrahydro-2H-pyrido[4,3,2-de]phthalazin-8-yl)benzyl)piperazine-1-carboxylate (70 mg, 0.12 mmol) in a solution of HCl(g) in acetonitrile (sat. 10 mL) was stirred for 3 hr at room temperature. Then the mixture was filtered to give the crude product. The crude product was purified by flash chromatography to give the title compound as a hydrochloride salt (35 mg, yield 60%). 1H-NMR (400 MHz, CD3OD) δ (ppm): 2.63-2.64 (m, 4H), 3.19-3.2... The reactants are OCc1cc2cccc(Cl)c2nc1-c1ccccc1C(F)(F)F, ClCCl, O=S(Cl)Cl. Product: FC(F)(F)c1ccccc1-c1nc2c(Cl)cccc2cc1CCl. As a reaction SMILES: [Cl:1][c:2]1[cH:3][cH:4][cH:5][c:6]2[cH:7][c:8]([CH2:22][OH:23])[c:9](-[c:12]3[c:13]([C:18]([F:19])([F:20])[F:21])[cH:14][cH:15][cH:16][cH:17]3)[n:10][c:11]12.[Cl:28][CH2:29][Cl:30].[S:24]([Cl:25])([Cl:26])=[O:27]>>[Cl:1][c:2]1[cH:3][cH:4][cH:5][c:6]2[cH:7][c:8]([CH2:22][Cl:26])[c:9](-[c:12]3[c:13]([C:18]([F:19])([F:20])[F:21])[cH:14][cH:15][cH:16][cH:17]3)[n:10][c:11]12.